describe an organic reaction: reactants, conditions, products, and yield From a dataset of the Open Reaction Database (ORD), a public repository of structured organic reaction records. Starting materials: CC1=NOC(=C1B(O)O)C (3,5-dimethylisoxazol-4-ylboronic acid), BrC=1C=C2C(C(NC2=CC1)=O)(C1=CC=CC=C1)O (5-bromo-3-hydroxy-3-phenylindolin-2-one), C(=O)([O-])[O-].[Na+].[Na+] (Na2CO3), CC(OCC)=O (EA). The reagents and catalysts are CC(C)(C)P(C1=CC=C[CH-]1)C(C)(C)C.CC(C)(C)P(C1=CC=C[CH-]1)C(C)(C)C.[Cl-].[Cl-].[Fe+2].[Pd+2] (dichloro[1,1′-bis(di-tert-butylphosphino)ferrocene]palladium(II)). Run in O1CCOCC1.O (dioxane H2O). The product is CC1=NOC(=C1C=1C=C2C(C(NC2=CC1)=O)(C1=CC=CC=C1)O)C (5-(3,5-dimethylisoxazol-4-yl)-3-hydroxy-3-phenylindolin-2-one). Isolated yield 65.5%. RXN SMILES: [CH3:1][C:2]1[C:6](B(O)O)=[C:5]([CH3:10])[O:4][N:3]=1.Br[C:12]1[CH:13]=[C:14]2[C:18](=[CH:19][CH:20]=1)[NH:17][C:16](=[O:21])[C:15]2([OH:28])[C:22]1[CH:27]=[CH:26][CH:25]=[CH:24][CH:23]=1.C([O-])([O-])=O.[Na+].[Na+].CC(=O)OCC>O1CCOCC1.O.CC(P(C(C)(C)C)C1[CH-]C=CC=1)(C)C.CC(P(C(C)(C)C)C1[CH-]C=CC=1)(C)C.[Cl-].[Cl-].[Fe+2].[Pd+2]>[CH3:1][C:2]1[C:6]([C:12]2[CH:13]=[C:14]3[C:18](=[CH:19][CH:20]=2)[NH:17][C:16](=[O:21])[C:15]3([OH:28])[C:22]2[CH:23]=[CH:24][CH:25]=[CH:26][CH:27]=2)=[C:5]([CH3:10])[O:4][N:3]=1 |f:2.3.4,6.7,8.9.10.11.12.13|. Reported procedure: Under N2, a mixture of 3,5-dimethylisoxazol-4-ylboronic acid (28 g, 200 mmol, 1.5 eq), dichloro[1,1′-bis(di-tert-butylphosphino)ferrocene]palladium(II) (4.5 g, 6.1 mmol, 0.05 eq), 5-bromo-3-hydroxy-3-phenylindolin-2-one (40 g, 132 mmol, 1.0 eq) and Na2CO3 (45 g, 425 mmol, 3.2 eq) in dioxane/H2O (500 mL/120 mL) was heated to reflux for 5 h. After cooled down, 500 mL EA was added, the mixture was filtered through a pad of celite, the filter was washed with brine (500 mL×2), dried over Na2SO4, conc...